Dataset: the Open Reaction Database (ORD), a public repository of structured organic reaction records. Task: describe an organic reaction: reactants, conditions, products, and yield The reactants are O1C2C(OC3=C(C21)C=C(C=C3)C(C(F)(F)F)(F)F)(CF)CF (3,4-epoxy-6-pentafluoroethyl-2,2-bisfluoromethyl-3,4-dihydro-2H-1-benzopyran), N1C(CCC1)=O (2-pyrrolidinone), O1CCCC1 (tetrahydrofuran), CC(C)([O-])C.[K+] (potassium tert-butoxide). Solvent: O (Water). Product: FC(C(F)(F)F)(C=1C=CC2=C(C(=CC(O2)(CF)CF)N2C(CCC2)=O)C1)F (6-pentafluoroethyl-2,2-bisfluoromethyl-4-(2-oxo-1-pyrrolidinyl)-2H-1-benzopyran). Yield: 16.2%. RXN SMILES: O1[CH:7]2[CH:2]1[C:3]([CH2:21][F:22])([CH2:19][F:20])[O:4][C:5]1[CH:11]=[CH:10][C:9]([C:12]([F:18])([F:17])[C:13]([F:16])([F:15])[F:14])=[CH:8][C:6]=12.[NH:23]1[CH2:27][CH2:26][CH2:25][C:24]1=[O:28].O1CCCC1.CC(C)([O-])C.[K+]>O>[F:17][C:12]([F:18])([C:9]1[CH:10]=[CH:11][C:5]2[O:4][C:3]([CH2:21][F:22])([CH2:19][F:20])[CH:2]=[C:7]([N:23]3[CH2:27][CH2:26][CH2:25][C:24]3=[O:28])[C:6]=2[CH:8]=1)[C:13]([F:15])([F:16])[F:14] |f:3.4|. Procedure details: To a mixture of 0.41 g of 3,4-epoxy-6-pentafluoroethyl-2,2-bisfluoromethyl-3,4-dihydro-2H-1-benzopyran, 0.18 g of 2-pyrrolidinone and 8 ml of tetrahydrofuran was added 0.22 g of potassium tert-butoxide with stirring under ice-cooling and the mixture was stirred for 3.5 hours under ice-cooling and then stirred at room temperature for 4 days. Water was added and the mixture was extracted with methylene chloride. After the organic layer was washed with water and dried, the solvent was distilled off... Procedure details: To a solution of butyl lithium (2.5M. 3.2 ml) in anhydrous tetrahydrofuran (75 ml) was added triphenylmethylphosphonium bromide (2.86 g) in portions over 10 min. The mixture was stirred at 25° C. for 3 h and a solution of 8-bromo-1-(4-fluorophenyl)octan-1-one (1.20 g) in dry tetrahydrofuran (15 ml) added dropwise over 5 min. After stirring at 25° C. for 1 h, the mixture was heated at reflux for 24 h. The mixture was evaporated under reduced pressure and partitioned between diethyl ether (70 ml) ... The solvent is O1CCCC1 (tetrahydrofuran), O1CCCC1 (tetrahydrofuran). As a reaction SMILES: [CH2:1]([Li])CCC.[Br-].C1(C([PH3+])(C2C=CC=CC=2)C2C=CC=CC=2)C=CC=CC=1.[Br:27][CH2:28][CH2:29][CH2:30][CH2:31][CH2:32][CH2:33][CH2:34][C:35]([C:37]1[CH:42]=[CH:41][C:40]([F:43])=[CH:39][CH:38]=1)=O>O1CCCC1>[Br:27][CH2:28][CH2:29][CH2:30][CH2:31][CH2:32][CH2:33][CH2:34][C:35]([C:37]1[CH:42]=[CH:41][C:40]([F:43])=[CH:39][CH:38]=1)=[CH2:1] |f:1.2|. Yields the product BrCCCCCCCC(=C)C1=CC=C(C=C1)F (9-Bromo-2-(4-fluorophenyl)-1-nonene). Run at temperature 25 celsius, time 3 hour. Reactants: C(CCC)[Li] (butyl lithium), [Br-].C1(=CC=CC=C1)C(C1=CC=CC=C1)(C1=CC=CC=C1)[PH3+] (triphenylmethylphosphonium bromide), BrCCCCCCCC(=O)C1=CC=C(C=C1)F (8-bromo-1-(4-fluorophenyl)octan-1-one). Reactants: NC1=CC=2C(=NC(N2)=O)C=C1 (5-amino-2-benzimidazolone), C(C)O (ethanol), C=C1CC(=O)O1 (diketene). Run in O (water). Reaction conditions: temperature 85 celsius. Product: C(CC(=O)C)(=O)NC1=CC=2C(=NC(N2)=O)C=C1 (5-acetoacetylamino-2-benzimidazolone). As a reaction SMILES: [NH2:1][C:2]1[CH:11]=[CH:10][C:5]2=[N:6][C:7](=[O:9])[N:8]=[C:4]2[CH:3]=1.C(O)C.[CH2:15]=[C:16]1[O:20][C:18](=[O:19])[CH2:17]1>O>[C:18]([NH:1][C:2]1[CH:11]=[CH:10][C:5]2=[N:6][C:7](=[O:9])[N:8]=[C:4]2[CH:3]=1)(=[O:19])[CH2:17][C:16]([CH3:15])=[O:20]. Procedure details: An 82° C. solution of 2.86 kg (19.2 mol) of 5-amino-2-benzimidazolone and 24 kg of ethanol containing 50% by weight of water is metered per hour continuously and simultaneously with 2.06 kg (24 mol) of diketene (purity 98%) into a reactor equipped with a stirrer, reflux condenser, thermometer and, at the bottom, with a run-off. The light-colored suspension in the reactor is refluxed at about 85° C. with stirring and is kept to a constant volume of about 0.3 l by pumping out. The removed suspensi... Starting materials: CN1CCNCCC1 (N-Methylhomopiperazine), [I-].[K+] (potassium iodide), ClC1CCCC2=CC(=CC=C12)Br (1-chloro-6-bromo-1,2,3,4-tetrahydronapthalene). Run in CN(C)C=O (DMF), CN(C)C=O (DMF). Product: CN1CCN(CCC1)C1CCCC2=CC(=CC=C12)Br (1-Methyl-4-(6-bromo-1,2,3,4-tetrahydro-1-naphthalenyl)homopiperazine). As a reaction SMILES: [CH3:1][N:2]1[CH2:8][CH2:7][CH2:6][NH:5][CH2:4][CH2:3]1.[I-].[K+].Cl[CH:12]1[C:21]2[C:16](=[CH:17][C:18]([Br:22])=[CH:19][CH:20]=2)[CH2:15][CH2:14][CH2:13]1>CN(C=O)C>[CH3:1][N:2]1[CH2:8][CH2:7][CH2:6][N:5]([CH:12]2[C:21]3[C:16](=[CH:17][C:18]([Br:22])=[CH:19][CH:20]=3)[CH2:15][CH2:14][CH2:13]2)[CH2:4][CH2:3]1 |f:1.2|. Procedure: N-Methylhomopiperazine (2.31 g; 20.2 mmol) and potassium iodide (0.35 g; 2.2 mmol) in DMF (13 ml) were reacted with 1-chloro-6-bromo-1,2,3,4-tetrahydronapthalene (2.48 g; 10.1 mmol) in DMF (8 ml) as in Example 15. The yellow oil was kugelrohr distilled to give the title compound, 1.47 g, bp (air bath temperature) 152°-165° C. at 0.10 torr; 1H NMR (300 MHz, CDCl3) δ 2.38 (s, 3H, NCH3), 3.81 (t, 1H, ArCHN), 7.19 (s, 1H), 7.25 (d, 1H), 7.64 (d, 1H). Anal: Calcd. for C16H23BrN2: C, 59.45; H, 7.17; N... Starting materials: C(C)(C)(C)N (t-butylamine), CC (ethane), C(C)B(CC)CC (triethyl borane), diethyl boryl pivalate. Run at time 2.5 hour. The product is C(C)(C)(C)NB(CC)CC (t-Butylamino-diethyl borane). RXN SMILES: [C:1]([NH2:5])([CH3:4])([CH3:3])[CH3:2].[CH2:6]([B:8](CC)[CH2:9][CH3:10])[CH3:7].CC>>[C:1]([NH:5][B:8]([CH2:9][CH3:10])[CH2:6][CH3:7])([CH3:4])([CH3:3])[CH3:2]. Reported procedure: A mixture of 14.6 g. (0.2 moles) of t-butylamine and about 30 g. (0.3 moles) of triethyl borane after addition of about 1 g. of diethyl boryl pivalate is heated to 60° to 80° C. with stirring. Within 2.5 hours, 6.2 normal liters (92%) of ethane are evolved. Distillation under vacuum gives 24 g. (85%) of pure t-butylamino-diethyl borane boiling at 45° C./18 mm. Hg after having collected unconsumed triethyl borane. The residue weighs about 1 g. Reactants: FC(C=1C=C(C=CC1)C1(CN(CC1)C(C1=CC(=C(C(=C1)OC)OC)OC)=O)CCCS(=O)(=O)[O-])(F)F (2-[3-(3-trifluoromethyl-phenyl)-1-(3,4,5-trimethoxy-benzoyl)-pyrrolidin-3-yl]-ethyl-methanesulfonate), Cl.C1(=CC=CC=C1)C1(CCNCC1)C(=O)N (4-phenyl-piperidine-4-carboxylic acid amide hydrochloride). The product is FC(C=1C=C(C=CC1)C1(CN(CC1)C(C1=CC(=C(C(=C1)OC)OC)OC)=O)CCN1CCC(CC1)(C(=O)N)C1=CC=CC=C1)(F)F (1-[2-[3-(3-trifluoromethyl-phenyl)-1-(3,4,5-trimethoxy-benzoyl)-pyrrolidin-3-yl]-ethyl]-4-phenyl-piperidine-4-carboxylic acid amide). RXN SMILES: [F:1][C:2]([F:36])([F:35])[C:3]1[CH:4]=[C:5]([C:9]2([CH2:28][CH2:29]CS([O-])(=O)=O)[CH2:13][CH2:12][N:11]([C:14](=[O:27])[C:15]3[CH:20]=[C:19]([O:21][CH3:22])[C:18]([O:23][CH3:24])=[C:17]([O:25][CH3:26])[CH:16]=3)[CH2:10]2)[CH:6]=[CH:7][CH:8]=1.Cl.[C:38]1([C:44]2([C:50]([NH2:52])=[O:51])[CH2:49][CH2:48][NH:47][CH2:46][CH2:45]2)[CH:43]=[CH:42][CH:41]=[CH:40][CH:39]=1>>[F:1][C:2]([F:35])([F:36])[C:3]1[CH:4]=[C:5]([C:9]2([CH2:28][CH2:29][N:47]3[CH2:46][CH2:45][C:44]([C:38]4[CH:39]=[CH:40][CH:41]=[CH:42][CH:43]=4)([C:50]([NH2:52])=[O:51])[CH2:49][CH2:48]3)[CH2:13][CH2:12][N:11]([C:14](=[O:27])[C:15]3[CH:20]=[C:19]([O:21][CH3:22])[C:18]([O:23][CH3:24])=[C:17]([O:25][CH3:26])[CH:16]=3)[CH2:10]2)[CH:6]=[CH:7][CH:8]=1 |f:1.2|. Reported procedure: Prepare by the method of example 3.3 using 2-[3-(3-trifluoromethyl-phenyl)-1-(3,4,5-trimethoxy-benzoyl)-pyrrolidin-3-yl]-ethyl-methanesulfonate (8 mmol) and 4-phenyl-piperidine-4-carboxylic acid amide hydrochloride (12 mmol). Chromatograph on silica gel to give the title compound. The reactants are C(C1=CC=CC=C1)OC([C@H]1N(CCC1)C([C@@H](NC([C@@H](NC(=O)OC(C)(C)C)C)=O)C)=O)=O (t-butyloxycarbonylalanylalanylproline benzyl ester), [H][H] (hydrogen). Yields the product C(C)(C)(C)OC(=O)N[C@@H](C)C(=O)N[C@@H](C)C(=O)N1[C@H](C(=O)O)CCC1 (t-butyloxycarbonylalanylalanylproline). The reagents and catalysts are [Pd] (Pd/C). The solvent is CO (methanol). RXN SMILES: C([O:8][C:9](=[O:32])[C@@H:10]1[CH2:14][CH2:13][CH2:12][N:11]1[C:15](=[O:31])[C@H:16]([CH3:30])[NH:17][C:18](=[O:29])[C@H:19]([CH3:28])[NH:20][C:21]([O:23][C:24]([CH3:27])([CH3:26])[CH3:25])=[O:22])C1C=CC=CC=1.[H][H]>CO.[Pd]>[C:24]([O:23][C:21]([NH:20][C@H:19]([C:18]([NH:17][C@H:16]([C:15]([N:11]1[CH2:12][CH2:13][CH2:14][C@H:10]1[C:9]([OH:32])=[O:8])=[O:31])[CH3:30])=[O:29])[CH3:28])=[O:22])([CH3:26])([CH3:27])[CH3:25]. Procedure: A solution of 0.015 moles of t-butyloxycarbonylalanylalanylproline benzyl ester in 50 ml of methanol is reduced with hydrogen at 40 lbs pressure in the presence of 1 gm of 10% Pd/C. The reaction mixture is filtered and concentrated in vacuo to give t-butyloxycarbonylalanylalanylproline.